The task is: describe an organic reaction: reactants, conditions, products, and yield. This data is from the Open Reaction Database (ORD), a public repository of structured organic reaction records. Starting materials: CC(=O)OCCCC(CO[Si](C)(C)C(C)(C)C)NC(=O)OC(C)(C)C, CI, [H-], [Na+], CN(C)C=O. As a reaction SMILES: [C:1]([CH3:2])(=[O:3])[O:4][CH2:5][CH2:6][CH2:7][CH:8]([CH2:9][O:10][Si:11]([CH3:12])([CH3:13])[C:14]([CH3:15])([CH3:16])[CH3:17])[NH:18][C:19](=[O:20])[O:21][C:22]([CH3:23])([CH3:24])[CH3:25].[CH3:26][I:27].[H-:28].[Na+:29].[O:30]=[CH:31][N:32]([CH3:33])[CH3:34]>>[C:1]([CH3:2])(=[O:3])[O:4][CH2:5][CH2:6][CH2:7][CH:8]([CH2:9][O:10][Si:11]([CH3:12])([CH3:13])[C:14]([CH3:15])([CH3:16])[CH3:17])[N:18]([C:19](=[O:20])[O:21][C:22]([CH3:23])([CH3:24])[CH3:25])[CH3:26]. Yields the product CC(=O)OCCCC(CO[Si](C)(C)C(C)(C)C)N(C)C(=O)OC(C)(C)C. The reactants are ClC=1C(=NC2=CC(=C(C=C2N1)C)C)C(=O)OCC (3Chloro-6,7-dimethyl-2-quinoxalinecarboxylic acid, ethyl ester), C([O-])([O-])=O.[Na+].[Na+] (sodium carbonate). Run in CO (methanol), O (water). Yields the product ClC=1C(=NC2=CC(=C(C=C2N1)C)C)C(=O)O (3-Chloro-6,7-dimethyl-2-quinoxalinecarboxylic acid). As a reaction SMILES: [Cl:1][C:2]1[C:3]([C:14]([O:16]CC)=[O:15])=[N:4][C:5]2[C:10]([N:11]=1)=[CH:9][C:8]([CH3:12])=[C:7]([CH3:13])[CH:6]=2.C(=O)([O-])[O-].[Na+].[Na+]>CO.O>[Cl:1][C:2]1[C:3]([C:14]([OH:16])=[O:15])=[N:4][C:5]2[C:10]([N:11]=1)=[CH:9][C:8]([CH3:12])=[C:7]([CH3:13])[CH:6]=2 |f:1.2.3|. Procedure details: 3Chloro-6,7-dimethyl-2-quinoxalinecarboxylic acid, ethyl ester (14.5 g) and sodium carbonate (3.2 g) in methanol (300 ml) and water (75 ml) were heated under reflux for 2 hours. The methanol was distilled off and the aqueous solution was acidified with dilute hydrochloric acid. The solid was collected, dried and crystallised from a mixture of ethyl acetate and light petroleum (b.p. 60°-80°). It had m.p. 146.5°-148.5° (d) (75%). Starting materials: CC(=O)OCc1cc2cc(OCc3ccccc3)ccc2[nH]1, CC(C)(C)c1ccc(CBr)cc1. Product: CC(=O)OCc1cc2cc(OCc3ccccc3)ccc2n1Cc1ccc(C(C)(C)C)cc1. Reaction SMILES: [C:1]([CH3:2])(=[O:3])[O:4][CH2:5][c:6]1[nH:7][c:8]2[cH:9][cH:10][c:11]([O:15][CH2:16][c:17]3[cH:18][cH:19][cH:20][cH:21][cH:22]3)[cH:12][c:13]2[cH:14]1.[C:23]([CH3:24])([CH3:25])([CH3:26])[c:27]1[cH:28][cH:29][c:30]([CH2:31][Br:32])[cH:33][cH:34]1>>[C:1]([CH3:2])(=[O:3])[O:4][CH2:5][c:6]1[n:7]([CH2:31][c:30]2[cH:29][cH:28][c:27]([C:23]([CH3:24])([CH3:25])[CH3:26])[cH:34][cH:33]2)[c:8]2[cH:9][cH:10][c:11]([O:15][CH2:16][c:17]3[cH:18][cH:19][cH:20][cH:21][cH:22]3)[cH:12][c:13]2[cH:14]1. Reactants: C(C)OC(=O)N1CCC2=C(C=3C(CCC3C=C2)=O)CC1 (1-Oxo-1,3,6,7,9,10-hexahydro-2H-8-aza-cyclohepta[e]indene-8-carboxylic acid ethyl ester), [BH4-].[Na+] (NaBH4). The solvent is O (water), C(C)O (ethanol). Reaction conditions: time 1 hour. The product is C(C)OC(=O)N1CCC2=C(C=3C(CCC3C=C2)O)CC1 (1-Hydroxy-1,3,6,7,9,10-hexahydro-2H-8-aza-cyclohepta[e]indene-8-carboxylic acid ethyl ester). The yield is 102.1%. As a reaction SMILES: [CH2:1]([O:3][C:4]([N:6]1[CH2:20][CH2:19][C:10]2[C:11]3[C:12](=[O:18])[CH2:13][CH2:14][C:15]=3[CH:16]=[CH:17][C:9]=2[CH2:8][CH2:7]1)=[O:5])[CH3:2].[BH4-].[Na+]>C(O)C.O>[CH2:1]([O:3][C:4]([N:6]1[CH2:20][CH2:19][C:10]2[C:11]3[CH:12]([OH:18])[CH2:13][CH2:14][C:15]=3[CH:16]=[CH:17][C:9]=2[CH2:8][CH2:7]1)=[O:5])[CH3:2] |f:1.2|. Procedure details: To a stirred solution of Intermediate 3 (0.12 g, 0.37 mmol) in ethanol (2 ml) was added NaBH4 (28 gm, 0.74 mmol). The reaction mixture was allowed to stir at RT for 1 hour. The reaction mixture was diluted with water and extracted with DCM (3×). The combined DCM extracts were washed with brine, dried (Na2SO4), and solvent evaporated in vacuo to give the sub-titled compound as a colorless oil (104 mg) which was used as obtained in the next step. MS: ESI (positive): 276 (M+H). Starting materials: O (Water), C(C)OC(=O)CCN1CCN(CC1)C=O (4-ethoxycarbonylethyl-1-formylpiperazine), OO (hydrogen peroxide). The reagents and catalysts are O.O.[O-][W](=O)(=O)[O-].[Na+].[Na+] (sodium tungstate dihydrate). The solvent is C(C)(=O)OCC (ethyl acetate). Conditions: time 1 hour. Yields the product C(=O)N1CCN(CC1)O (1-formyl-4-hydroxypiperazine). RXN SMILES: [OH2:1].C(OC(CC[N:9]1[CH2:14][CH2:13][N:12]([CH:15]=[O:16])[CH2:11][CH2:10]1)=O)C.OO>O.O.[O-][W]([O-])(=O)=O.[Na+].[Na+].C(OCC)(=O)C>[CH:15]([N:12]1[CH2:13][CH2:14][N:9]([OH:1])[CH2:10][CH2:11]1)=[O:16] |f:3.4.5.6.7|. Procedure: Water (500 ml) was added to the above crude 4-ethoxycarbonylethyl-1-formylpiperazine (114 g) to dissolve and thereto sodium tungstate dihydrate (7.25 g) was added. Thereto 31% aqueous hydrogen peroxide solution (82 ml) was added dropwise at 30° to 35° C. and the mixture was stirred at the same temperature for 1 hour. After further stirring the mixture at room temperature for 3 hours and then with heating at 50° to 55° C. for 5 hours, ethyl acetate (300 ml) was added and the mixture was shaken. T... Reactants: N(=[N+]=[N-])C[C@H]1CN(C(O1)=O)C1=CC(=C(C=C1)N1CC(N(CC1)CC)=O)F ((5R)-5-Azidomethyl-3-(3-fluoro-4-{4-ethyl-3-oxopiperazin-1-yl-}phenyl)oxazolidin-2-one), C(C)(=O)OCC (ethyl acetate). Solvent: CN(C)C=O (DMF). Reaction conditions: time 2 hour. Product: FC=1C=C(C=CC1N1CC(N(CC1)CC)=O)N1C(O[C@H](C1)CNC(C)=O)=O (N-(5S)-[3-(3-fluoro-4-{4-ethyl-3-oxopiperazin-1-yl}phenyl)-2-oxooxazolidin-5-ylmethyl]acetamide). As a reaction SMILES: [N:1]([CH2:4][C@@H:5]1[O:9][C:8](=[O:10])[N:7]([C:11]2[CH:16]=[CH:15][C:14]([N:17]3[CH2:22][CH2:21][N:20]([CH2:23][CH3:24])[C:19](=[O:25])[CH2:18]3)=[C:13]([F:26])[CH:12]=2)[CH2:6]1)=[N+]=[N-].[C:27](OCC)(=[O:29])[CH3:28]>CN(C=O)C>[F:26][C:13]1[CH:12]=[C:11]([N:7]2[CH2:6][C@H:5]([CH2:4][NH:1][C:27](=[O:29])[CH3:28])[O:9][C:8]2=[O:10])[CH:16]=[CH:15][C:14]=1[N:17]1[CH2:22][CH2:21][N:20]([CH2:23][CH3:24])[C:19](=[O:25])[CH2:18]1. Reported procedure: (5R)-5-Azidomethyl-3-(3-fluoro-4-{4-ethyl-3-oxopiperazin-1-yl-}phenyl)oxazolidin-2-one (750 mg) was dissolved in a mixture of DMF (5 ml) and ethyl acetate (10 ml), and the solution purged with argon. Palladium (10% on carbon, 150 mg) was added, followed by acetic anhydride (0.4 ml) and the mixture stirred at ambient temperature under hydrogen confined in a balloon for 2 hours. The mixture was filtered through celite, evaporated to dryness, and chromatographed on silica, using as eluant a gradien... The reactants are C1CCOC1, CCO, CC(C)N(C)c1nc2ccc([N+](=O)[O-])cc2s1, [H][H]. Yields the product CC(C)N(C)c1nc2ccc(N)cc2s1. As a reaction SMILES: [CH2:23]1[O:24][CH2:25][CH2:26][CH2:27]1.[CH3:20][CH2:21][OH:22].[CH:1]([CH3:2])([CH3:3])[N:4]([c:5]1[s:6][c:7]2[c:8]([n:9]1)[cH:10][cH:11][c:12]([N+:14]([O-:15])=[O:16])[cH:13]2)[CH3:17].[H:18][H:19]>>[CH:1]([CH3:2])([CH3:3])[N:4]([c:5]1[s:6][c:7]2[c:8]([n:9]1)[cH:10][cH:11][c:12]([NH2:14])[cH:13]2)[CH3:17].